This data is from the Open Reaction Database (ORD), a public repository of structured organic reaction records. The task is: describe an organic reaction: reactants, conditions, products, and yield The product is C(C=O)(=O)O (glyoxylic acid), [N+](=O)(O)[O-] (nitric acid). Procedure details: The reaction is carried out at the most desirable temperature, typically 20° to 70° C. If the concentration of the nonoxidizing strong acid is sufficient, the nitric acid concentration of the reaction solution can usually be maintained at 0.1 wt. % or lower when 50 wt. % nitric acid is gradually added (dropwise) to an aqueous solution of glyoxal. The total amount of nitric acid added can be a slight excess in relation to the theoretical amount (2/3 mole of nitric acid per mole of glyoxal). For e... As a reaction SMILES: [N+:1]([O-:4])([OH:3])=[O:2].[CH:5]([CH:7]=[O:8])=[O:6]>>[C:7]([OH:2])(=[O:8])[CH:5]=[O:6].[N+:1]([O-:4])([OH:3])=[O:2]. Reactants: [N+](=O)(O)[O-] (nitric acid), C(=O)C=O (glyoxal), [N+](=O)(O)[O-] (nitric acid), [N+](=O)(O)[O-] (nitric acid), [N+](=O)(O)[O-] (nitric acid), [N+](=O)(O)[O-] (nitric acid), C(=O)C=O (glyoxal), C(=O)C=O (glyoxal), [N+](=O)(O)[O-] (nitric acid), [N+](=O)(O)[O-] (nitric acid), [N+](=O)(O)[O-] (nitric acid). The reactants are ClC1=NC(=NC(=C1)Cl)NCC(C)(C)C (4,6-Dichloro-2-(2,2-dimethylpropylamino)pyrimidine), N1CCCC1 (pyrrolidine). Yields the product ClC1=NC(=NC(=C1)N1CCCC1)NCC(C)(C)C (4-chloro-2-(2,2-dimethylpropylamino)-6-pyrrolidinopyrimidine). Isolated yield 96.7%. RXN SMILES: Cl[C:2]1[CH:7]=[C:6]([Cl:8])[N:5]=[C:4]([NH:9][CH2:10][C:11]([CH3:14])([CH3:13])[CH3:12])[N:3]=1.[NH:15]1[CH2:19][CH2:18][CH2:17][CH2:16]1>>[Cl:8][C:6]1[CH:7]=[C:2]([N:15]2[CH2:19][CH2:18][CH2:17][CH2:16]2)[N:3]=[C:4]([NH:9][CH2:10][C:11]([CH3:14])([CH3:13])[CH3:12])[N:5]=1. Reported procedure: 4,6-Dichloro-2-(2,2-dimethylpropylamino)pyrimidine is reacted with pyrrolidine as described in Example 7 to give the title compound in a yield of 96.7%, m.p.:147°-150° C. Reactants: [H-], CSC(=C[N+](=O)[O-])NCCBr, [Na+], C1CCOC1. The product is CSC1=C([N+](=O)[O-])CCN1. RXN SMILES: [H-:12].[N+:1](=[O:2])([O-:3])[CH:4]=[C:5]([NH:6][CH2:7][CH2:8][Br:9])[S:10][CH3:11].[Na+:13].[O:14]1[CH2:15][CH2:16][CH2:17][CH2:18]1>>[N+:1](=[O:2])([O-:3])[C:4]1=[C:5]([S:10][CH3:11])[NH:6][CH2:7][CH2:8]1. Reactants: C(C1CO1)OCCCC (butyl glycidyl ether), SC=1SC(=NN1)S (2,5-Dimercapto-1,3,4-thiadiazole), [OH-].[Na+] (sodium hydroxide), C(C1CO1)OCCCCCCCCCCCC (Dodecyl glycidyl ether). Solvent: C(C)(C)O (isopropanol). The product is C(CCCCCCCCCCC)OCC(CSC=1SC(=NN1)SCC(COCCCC)O)O (2-(3-Dodecyloxy-2-hydroxypropylthio)-5-(3-butyloxy-2-hydroxypropylthio)-1,3,4-thiadiazole). As a reaction SMILES: [SH:1][C:2]1[S:3][C:4]([SH:7])=[N:5][N:6]=1.[CH2:8]([O:12][CH2:13][CH2:14][CH2:15][CH2:16][CH2:17][CH2:18][CH2:19][CH2:20][CH2:21][CH2:22][CH2:23][CH3:24])[CH:9]1[O:11][CH2:10]1.[OH-].[Na+].[CH2:27]([O:31][CH2:32][CH2:33][CH2:34][CH3:35])[CH:28]1[O:30][CH2:29]1>C(O)(C)C>[CH2:13]([O:12][CH2:8][CH:9]([OH:11])[CH2:10][S:1][C:2]1[S:3][C:4]([S:7][CH2:29][CH:28]([OH:30])[CH2:27][O:31][CH2:32][CH2:33][CH2:34][CH3:35])=[N:5][N:6]=1)[CH2:14][CH2:15][CH2:16][CH2:17][CH2:18][CH2:19][CH2:20][CH2:21][CH2:22][CH2:23][CH3:24] |f:2.3|. Procedure details: 2,5-Dimercapto-1,3,4-thiadiazole(51.64 grams, 0.34 moles) and isopropanol(150 ml) were added to the reaction flask. Dodecyl glycidyl ether(87.35 grams, 0.34 moles) was slowly added with cooling to maintain the temperature below 25° C. Then sodium hydroxide(0.05 grams) was added followed by butyl glycidyl ether (44.91 grams, 0.34 moles). The reaction mixture was refluxed for 15 minutes and the solvent was stripped off by using a rotary evaporator. The product was characterized by infrared absorpt... Starting materials: CSc1ncc2cc(Br)c(=O)[nH]c2n1, CCBr, CN(C)C=O, [H-], [Na+], O. Product: CCn1c(=O)c(Br)cc2cnc(SC)nc21. As a reaction SMILES: [Br:3][c:4]1[cH:5][c:6]2[c:7]([n:8][c:9]([S:12][CH3:13])[n:10][cH:11]2)[nH:14][c:15]1=[O:16].[CH2:17]([CH3:18])[Br:19].[CH3:21][N:22]([CH3:23])[CH:24]=[O:25].[H-:2].[Na+:1].[OH2:20]>>[Br:3][c:4]1[cH:5][c:6]2[c:7]([n:8][c:9]([S:12][CH3:13])[n:10][cH:11]2)[n:14]([CH2:17][CH3:18])[c:15]1=[O:16]. The reactants are N1CCC2(CC1)OCC1=CC=CC=C12 (3H-spiro[isobenzofuran-1,4′-piperidine]), C12C(C3CC(CC(C1)C3)C2)N=C=O (2-adamantyl isocyanate). Product: C12C(C3CC(CC(C1)C3)C2)NC(=O)N2CCC3(CC2)OCC2=CC=CC=C23 (N-(2-Adamantyl)-3H-spiro[isobenzofuran-1,4′-piperidine]-1′-carboxamide). RXN SMILES: [NH:1]1[CH2:6][CH2:5][C:4]2([C:14]3[C:9](=[CH:10][CH:11]=[CH:12][CH:13]=3)[CH2:8][O:7]2)[CH2:3][CH2:2]1.[CH:15]12[CH2:24][CH:19]3[CH2:20][CH:21]([CH2:23][CH:17]([CH2:18]3)[CH:16]1[N:25]=[C:26]=[O:27])[CH2:22]2>>[CH:17]12[CH2:23][CH:21]3[CH2:20][CH:19]([CH2:24][CH:15]([CH2:22]3)[CH:16]1[NH:25][C:26]([N:1]1[CH2:6][CH2:5][C:4]3([C:14]4[C:9](=[CH:10][CH:11]=[CH:12][CH:13]=4)[CH2:8][O:7]3)[CH2:3][CH2:2]1)=[O:27])[CH2:18]2. Procedure details: The title compound was prepared from 3H-spiro[isobenzofuran-1,4′-piperidine] following a procedure analogous to that described in Example 79 Step 2 using 2-adamantyl isocyanate in place of 2-adamantyl chloroformate. LC-MS Method 1 tR=2.03 min, m/z=367; 1H NMR (CDCl3) δ=1.60-2.00 (18H), 3.29 (m, 2H), 3.94 (m, 2H), 3.99 (s, 1H), 4.95 (1H), 5.08 (s, 2H), 7.05-7.35 (4H). The solvent is O (water). Reported procedure: A mixture of 10.4 g (48 mmol) of 2-bromomethyl-3-nitropyridine (Example 3.c), 4.8 g (44 mmol) of o-cresol, 10 g (72 mmol) of K2CO3 and 50 ml of dimethylformamide were stirred for 3 days at room temperature (approximately 25° C.). The mixture was subsequently diluted with water and extracted repeatedly using tert-butyl methyl ether. The organic phases were combined, washed and dried, and the solvent was removed under reduced pressure. The residue obtained was purified by column chromatography (cy... RXN SMILES: Br[CH2:2][C:3]1[C:8]([N+:9]([O-:11])=[O:10])=[CH:7][CH:6]=[CH:5][N:4]=1.[C:12]1([CH3:19])[C:17]([OH:18])=[CH:16][CH:15]=[CH:14][CH:13]=1.C([O-])([O-])=O.[K+].[K+].CN(C)C=O>O>[CH3:19][C:12]1[CH:13]=[CH:14][CH:15]=[CH:16][C:17]=1[O:18][CH2:2][C:3]1[C:8]([N+:9]([O-:11])=[O:10])=[CH:7][CH:6]=[CH:5][N:4]=1 |f:2.3.4|. Starting materials: BrCC1=NC=CC=C1[N+](=O)[O-] (2-bromomethyl-3-nitropyridine), C1(=CC=CC=C1O)C (o-cresol), C(=O)([O-])[O-].[K+].[K+] (K2CO3), CN(C=O)C (dimethylformamide). Product: CC1=C(OCC2=NC=CC=C2[N+](=O)[O-])C=CC=C1 (2-(2-Methylphenoxymethyl)-3-nitropyridine). Reaction conditions: temperature 25 celsius, time 3 day. The reactants are ClC1=C(C=CC=C1)S(=O)(=O)[C@@H]1C[C@H](NC1)C(=O)NC1(CC1)C#N ((2S,4R)-4-(2-chlorophenylsulfonyl)-N-(1-cyanocyclopropyl)pyrrolidine-2-carboxamide), C1(CCCC1)N1C(CC1)C(=O)[O-].[Li+] (lithium 1-cyclopentylazetidine-2-carboxylate). The product is ClC1=C(C=CC=C1)S(=O)(=O)[C@@H]1C[C@H](N(C1)C(=O)C1N(CC1)C1CCCC1)C(=O)NC1(CC1)C#N ((2S,4R)-4-(2-chlorophenylsulfonyl)-N-(1-cyanocyclopropyl)-1-(1-cyclopentylazetidine-2-carbonyl)pyrrolidine-2-carboxamide). RXN SMILES: [Cl:1][C:2]1[CH:7]=[CH:6][CH:5]=[CH:4][C:3]=1[S:8]([C@H:11]1[CH2:15][NH:14][C@H:13]([C:16]([NH:18][C:19]2([C:22]#[N:23])[CH2:21][CH2:20]2)=[O:17])[CH2:12]1)(=[O:10])=[O:9].[CH:24]1([N:29]2[CH2:32][CH2:31][CH:30]2[C:33]([O-])=[O:34])[CH2:28][CH2:27][CH2:26][CH2:25]1.[Li+]>>[Cl:1][C:2]1[CH:7]=[CH:6][CH:5]=[CH:4][C:3]=1[S:8]([C@H:11]1[CH2:15][N:14]([C:33]([CH:30]2[CH2:31][CH2:32][N:29]2[CH:24]2[CH2:25][CH2:26][CH2:27][CH2:28]2)=[O:34])[C@H:13]([C:16]([NH:18][C:19]2([C:22]#[N:23])[CH2:21][CH2:20]2)=[O:17])[CH2:12]1)(=[O:10])=[O:9] |f:1.2|. Procedure: The reaction of (2S,4R)-4-(2-chlorophenylsulfonyl)-N-(1-cyanocyclopropyl)pyrrolidine-2-carboxamide 7H and lithium 1-cyclopentylazetidine-2-carboxylate 201 carried out according to the general procedure L yielded (2S,4R)-4-(2-chlorophenylsulfonyl)-N-(1-cyanocyclopropyl)-1-(1-cyclopentylazetidine-2-carbonyl)pyrrolidine-2-carboxamide 1:1 epimers as a light brown solid (quant.). MS ISP (m/e): 505.2 (100) [(M+H)]]+. Starting materials: Cc1ccc2[nH]c3c(c2c1)C1(CC1)N(C)CC3, CN1CCCC1=O, C=Cc1ccc(C(F)(F)F)nc1, [K+], [OH-]. Yields the product Cc1ccc2c(c1)c1c(n2CCc2ccc(C(F)(F)F)nc2)CCN(C)C12CC2. Reaction SMILES: [CH3:1][N:2]1[CH2:3][CH2:4][c:5]2[nH:6][c:7]3[cH:8][cH:9][c:10]([CH3:17])[cH:11][c:12]3[c:13]2[C:14]12[CH2:15][CH2:16]2.[CH3:32][N:33]1[CH2:34][CH2:35][CH2:36][C:37]1=[O:38].[F:18][C:19]([c:20]1[n:21][cH:22][c:23]([CH:26]=[CH2:27])[cH:24][cH:25]1)([F:28])[F:29].[K+:31].[OH-:30]>>[CH3:1][N:2]1[CH2:3][CH2:4][c:5]2[n:6]([CH2:27][CH2:26][c:23]3[cH:22][n:21][c:20]([C:19]([F:18])([F:28])[F:29])[cH:25][cH:24]3)[c:7]3[cH:8][cH:9][c:10]([CH3:17])[cH:11][c:12]3[c:13]2[C:14]12[CH2:15][CH2:16]2.